This data is from the Open Reaction Database (ORD), a public repository of structured organic reaction records. The task is: describe an organic reaction: reactants, conditions, products, and yield Starting materials: CC(=O)O[BH-](OC(C)=O)OC(C)=O, O=CC1CC2C=CC1C2, ClCCCl, O=C(O)C(F)(F)F, O=C1NC2(CCNCC2)c2ccccc21, [Na+]. The product is O=C1NC2(CCN(CC3CC4C=CC3C4)CC2)c2ccccc21. As a reaction SMILES: [C:1]([O:2][BH-:3]([O:4][C:5](=[O:6])[CH3:7])[O:8][C:9](=[O:10])[CH3:11])(=[O:12])[CH3:13].[CH:30]12[CH:31]([CH:37]=[O:38])[CH2:32][CH:33]([CH:34]=[CH:35]1)[CH2:36]2.[Cl:46][CH2:47][CH2:48][Cl:49].[F:39][C:40]([F:41])([F:42])[C:43]([OH:44])=[O:45].[NH:15]1[CH2:16][CH2:17][C:18]2([NH:19][C:20](=[O:27])[c:21]3[cH:22][cH:23][cH:24][cH:25][c:26]32)[CH2:28][CH2:29]1.[Na+:14]>>[N:15]1([CH2:37][CH:31]2[CH:30]3[CH:35]=[CH:34][CH:33]([CH2:32]2)[CH2:36]3)[CH2:16][CH2:17][C:18]2([NH:19][C:20](=[O:27])[c:21]3[cH:22][cH:23][cH:24][cH:25][c:26]32)[CH2:28][CH2:29]1. Reactants: OC1=C(C(OC2=CC=CC=C12)=O)C1=CC=CC=C1 (4-hydroxy-3-phenyl-coumarin), Cl.O1CCN(CC1)CCCCl (3-morpholino-1-chloropropane hydrochloride). The solvent is C(C)(C)O (isopropanol). Product: O1CCN(CC1)CCCOC1=C(C(OC2=CC=CC=C12)=O)C1=CC=CC=C1 (4-(3'-Morpholinopropoxy)-3-phenyl-coumarin). Isolated yield 71.0%. RXN SMILES: [OH:1][C:2]1[C:11]2[C:6](=[CH:7][CH:8]=[CH:9][CH:10]=2)[O:5][C:4](=[O:12])[C:3]=1[C:13]1[CH:18]=[CH:17][CH:16]=[CH:15][CH:14]=1.Cl.[O:20]1[CH2:25][CH2:24][N:23]([CH2:26][CH2:27][CH2:28]Cl)[CH2:22][CH2:21]1>C(O)(C)C>[O:20]1[CH2:25][CH2:24][N:23]([CH2:26][CH2:27][CH2:28][O:1][C:2]2[C:11]3[C:6](=[CH:7][CH:8]=[CH:9][CH:10]=3)[O:5][C:4](=[O:12])[C:3]=2[C:13]2[CH:14]=[CH:15][CH:16]=[CH:17][CH:18]=2)[CH2:22][CH2:21]1 |f:1.2|. Procedure: This compound is obtained by the method indicated in Example 8, from 14.3 g. (0.06 mol) of 4-hydroxy-3-phenyl-coumarin and 15.6 g. (0.078 mol) of 3-morpholino-1-chloropropane hydrochloride. 15.6 g. of a white solid are isolated. Yield 71% (theoretical yield 21.9 g.); M.P. 82° C. (isopropanol).